From a dataset of the Open Reaction Database (ORD), a public repository of structured organic reaction records. describe an organic reaction: reactants, conditions, products, and yield Reactants: Dihydro-(2H)-2-[3-(4-methoxyphenoxy)phenyl]-3, COC=1C=C2C(NC=NC2=CC1)=O (6-methoxyquinazoline-4-one), C(#N)C1=C(C(=O)C(=C(C1=O)Cl)Cl)C#N.C(Cl)(Cl)Cl (DDQ CHCl3). Run at time 3.75 hour. Product: N1=CNC(C2=CC=CC=C12)=O (quinazolin-4-one). Isolated yield 36.5%. Reaction SMILES: CO[C:3]1[CH:4]=[C:5]2[C:10](=[CH:11][CH:12]=1)[N:9]=[CH:8][NH:7][C:6]2=[O:13].C(C1C(=O)C(Cl)=C(Cl)C(=O)C=1C#N)#N.C(Cl)(Cl)Cl>>[N:9]1[C:10]2[C:5](=[CH:4][CH:3]=[CH:12][CH:11]=2)[C:6](=[O:13])[NH:7][CH:8]=1 |f:1.2|. Procedure: The Dihydro-(2H)-2-[3-(4-methoxyphenoxy)phenyl]-3-)4-trifluoromethyl benzyl)-6-methoxyquinazoline-4-one, above, was treated with 1.0 mL (0.05 mmol) of 0.05 molar DDQ/CHCl3 suspension and the mixture shaken at room temperature for 3.5-4 hr. The oxidation product was then purified by resin capture (with about 80 mg of VHL aminomethyl polystyrene resin) overnight. The reaction flask was covered with Teflon film. The resin solution was filtered through 30-50 mg of silica gel, washed with 0.5 mL of c... RXN SMILES: [OH-].[Na+].C([O:6][C:7]1[CH:8]=[CH:9][C:10]2[N:15]=[C:14]([CH3:16])[O:13][C:12](=[O:17])[C:11]=2[CH:18]=1)(=O)C.C1(N=C=NC2CCCCC2)CCCCC1>O.CO.C1COCC1>[OH:6][C:7]1[CH:8]=[CH:9][C:10]2[N:15]=[C:14]([CH3:16])[O:13][C:12](=[O:17])[C:11]=2[CH:18]=1 |f:0.1|. Procedure details: Sodium hydroxide (4 g. 0.1 mol) was dissolved in water (4 ml) and methanol (50 ml). The 6-acetoxy-2-methyl (4H)3,1-benzoxazin-4-one (8.2 g, 0.04 mol), prepared above, in methanol (30 ml) was added, and the mixture refluxed for 3 hours. The solvent was removed by evaporation and the resulting sodium salt dissolved in water and acidified with hydrochloric acid. 5-Hydroxy N-acetyl anthranilic acid was collected as a beige solid and dried under vacuum. The dry solid (7.8 g, 0.04 mol) was then dissol... Isolated yield 38.1%. Run at time 18 hour. Run in CO (methanol), CO (methanol), C1CCOC1 (THF), O (water), C1CCOC1 (THF). The reactants are C(C)(=O)OC=1C=CC2=C(C(OC(=N2)C)=O)C1 (6-acetoxy-2-methyl (4H)3,1-benzoxazin-4-one), solid, [OH-].[Na+] (Sodium hydroxide), C1(CCCCC1)N=C=NC1CCCCC1 (dicyclohexylcarbodiimide). Yields the product OC=1C=CC2=C(C(OC(=N2)C)=O)C1 (6-hydroxy-2-methyl (4H)3,1-benzoxazin-4-one). The reactants are C(=O)C1=CC=C(C=C1)C1=CC=C(C=C1)S(=O)(=O)N(C)C1=CC(=CC=C1)OC (4′-Formyl-N-(3-methoxyphenyl)-N-methylbiphenyl-4-sulfonamide), Cl.N(C)CC(=O)O (sarcosine hydrochloride), CN1CCC(=C2C=3C=CC=CC3CCC4=C2N=CC=C4)CC1 (azatadine), FC1=CC=C(C=C1)N(C(C)C)CC1=CC=C(S1)C1=CC=C(C=O)C=C1 (4-(5-(((4-fluorophenyl)(isopropyl)amino)methyl)thiophen-2-yl)benzaldehyde). The product is COC(=O)C1CN(C1)CC1=CC=C(C=C1)C1=CC=C(C=C1)S(N(C)C1=CC(=CC=C1)OC)(=O)=O (Methyl-1-((4′-(N-(3-methoxyphenyl)-N-methylsulfamoyl)biphenyl-4-yl)methyl)azetidine-3-carboxylate). Isolated yield 69.0%. RXN SMILES: C([C:3]1[CH:8]=[CH:7][C:6]([C:9]2[CH:14]=[CH:13][C:12]([S:15]([N:18]([C:20]3[CH:25]=[CH:24][CH:23]=[C:22]([O:26][CH3:27])[CH:21]=3)[CH3:19])(=[O:17])=[O:16])=[CH:11][CH:10]=2)=[CH:5][CH:4]=1)=O.CN1CCC(=C2[C:43]3[N:44]=[CH:45]C=[CH:47][C:42]=3[CH2:41]CC3C=CC=CC2=3)CC1.FC1C=CC(N(CC2SC(C3C=CC([CH:71]=[O:72])=CC=3)=CC=2)C(C)C)=CC=1.Cl.N(CC(O)=[O:80])C>>[CH3:71][O:72][C:41]([CH:42]1[CH2:47][N:44]([CH2:45][C:3]2[CH:8]=[CH:7][C:6]([C:9]3[CH:10]=[CH:11][C:12]([S:15](=[O:17])(=[O:16])[N:18]([C:20]4[CH:25]=[CH:24][CH:23]=[C:22]([O:26][CH3:27])[CH:21]=4)[CH3:19])=[CH:13][CH:14]=3)=[CH:5][CH:4]=2)[CH2:43]1)=[O:80] |f:3.4|. Reported procedure: When the product of Step C and azatadine 3 methylcarboxylate hydrochloride were substituted for 4-(5-(((4-fluorophenyl)(isopropyl)amino)methyl)thiophen-2-yl)benzaldehyde and sarcosine hydrochloride, respectively, in Example 22, Step C, the similar process the title compound in 69% yield, as pale paste. 1H-NMR (CDCl3) 7.64 (d, 2H, J=8.8 Hz); 7.58 (d, 2H, J=8 Hz); 7.54 (d, 2H, J=8.15 Hz); 7.36 (d, 2H, J=8.12 Hz); 7.17 (t, 1H, J=8.14 Hz); 6.80 (dd, 1H, J=8.07, 2.21 Hz); 6.72 (t, 1H, J=2.10 Hz); 6.6... The product is CN(N=Cc1ccc([N+](=O)[O-])cc1)C1=NOCc2ccc(Cl)cc21. As a reaction SMILES: [CH3:26][CH2:27][OH:28].[Cl:1][c:2]1[cH:3][cH:4][c:5]2[c:6]([cH:14]1)[C:7]([N:11]([NH2:12])[CH3:13])=[N:8][O:9][CH2:10]2.[N+:15](=[O:16])([O-:17])[c:18]1[cH:19][cH:20][c:21]([CH:22]=[O:23])[cH:24][cH:25]1>>[Cl:1][c:2]1[cH:3][cH:4][c:5]2[c:6]([cH:14]1)[C:7]([N:11]([N:12]=[CH:22][c:21]1[cH:20][cH:19][c:18]([N+:15](=[O:16])[O-:17])[cH:25][cH:24]1)[CH3:13])=[N:8][O:9][CH2:10]2. Reactants: CCO, CN(N)C1=NOCc2ccc(Cl)cc21, O=Cc1ccc([N+](=O)[O-])cc1. Reactants: C1(CC1)N1C=C(C(C2=CC(=C(C(=C12)C=C)F)F)=O)C(=O)O (1-cyclopropyl-8-ethenyl-6,7-difluoro-1,4-dihydro-4-oxo-3-quinolinecarboxylic acid), N1CCNCC1 (piperazine). The solvent is CC#N (CH3CN). Product: C1(CC1)N1C=C(C(C2=CC(=C(C(=C12)C=C)N1CCNCC1)F)=O)C(=O)O (1-Cyclopropyl-8-ethenyl-6-fluoro-1,4-dihydro-4- oxo-7-(1-piperazinyl)-3-quinolinecarboxylic acid). Yield: 54.4%. RXN SMILES: [CH:1]1([N:4]2[C:13]3[C:8](=[CH:9][C:10]([F:17])=[C:11](F)[C:12]=3[CH:14]=[CH2:15])[C:7](=[O:18])[C:6]([C:19]([OH:21])=[O:20])=[CH:5]2)[CH2:3][CH2:2]1.[NH:22]1[CH2:27][CH2:26][NH:25][CH2:24][CH2:23]1>CC#N>[CH:1]1([N:4]2[C:13]3[C:8](=[CH:9][C:10]([F:17])=[C:11]([N:22]4[CH2:27][CH2:26][NH:25][CH2:24][CH2:23]4)[C:12]=3[CH:14]=[CH2:15])[C:7](=[O:18])[C:6]([C:19]([OH:21])=[O:20])=[CH:5]2)[CH2:3][CH2:2]1. Procedure details: A mixture of 1-cyclopropyl-8-ethenyl-6,7-difluoro-1,4-dihydro-4-oxo-3-quinolinecarboxylic acid (0.40 g, 1.44 mmol), piperazine (0.80 g, 7.8 mmol), and CH3CN (3 mL) was refluxed for 16 hours. Workup was identical to that described in Example 1 to provide 0.28 g (54%) of the desired product; mp 213°-218° dec.